Dataset: the Open Reaction Database (ORD), a public repository of structured organic reaction records. Task: describe an organic reaction: reactants, conditions, products, and yield Starting materials: C(C)(C)C1=CC=C(C=C1)C1C(OC2=C1C(=C(C(=C2C)C)OC2=C(C=C(C=C2)[N+](=O)[O-])[N+](=O)[O-])C)(C)C (3-(4-Isopropylphenyl)-5-(2,4-dinitrophenyloxy)-2,2,4,6,7-pentamethyl-2,3-dihydrobenzofuran), [H][H] (hydrogen). The reagents and catalysts are [C].[Pd] (palladium-carbon). Solvent: C(C)O (ethanol). The product is NC1=C(OC=2C(=C(C3=C(C(C(O3)(C)C)C3=CC=C(C=C3)C(C)C)C2C)C)C)C=CC(=C1)N (5-(2,4-diaminophenoxy)-3-(4-isopropylphenyl)-2,2,4,6,7-pentamethyl-2,3-dihydrobenzofuran). Yield: 101.2%. As a reaction SMILES: [CH:1]([C:4]1[CH:9]=[CH:8][C:7]([CH:10]2[C:14]3[C:15]([CH3:34])=[C:16]([O:21][C:22]4[CH:27]=[CH:26][C:25]([N+:28]([O-])=O)=[CH:24][C:23]=4[N+:31]([O-])=O)[C:17]([CH3:20])=[C:18]([CH3:19])[C:13]=3[O:12][C:11]2([CH3:36])[CH3:35])=[CH:6][CH:5]=1)([CH3:3])[CH3:2].[H][H]>C(O)C.[C].[Pd]>[NH2:31][C:23]1[CH:24]=[C:25]([NH2:28])[CH:26]=[CH:27][C:22]=1[O:21][C:16]1[C:17]([CH3:20])=[C:18]([CH3:19])[C:13]2[O:12][C:11]([CH3:35])([CH3:36])[CH:10]([C:7]3[CH:6]=[CH:5][C:4]([CH:1]([CH3:3])[CH3:2])=[CH:9][CH:8]=3)[C:14]=2[C:15]=1[CH3:34] |f:3.4|. Procedure: 3-(4-Isopropylphenyl)-5-(2,4-dinitrophenyloxy)-2,2,4,6,7-pentamethyl-2,3-dihydrobenzofuran (800 mg, 1.63 mmol) and 10% palladium-carbon (hydrate) (80 mg) were dispersed in ethanol (40 mL), and the mixture was stirred in a hydrogen atmosphere at 60° C. for 4 hours. The reaction mixture, from which was removed the catalyst through filtration, was concentrated under reduced pressure to obtain 5-(2,4-diaminophenoxy)-3-(4-isopropylphenyl)-2,2,4,6,7-pentamethyl-2,3-dihydrobenzofuran (710 mg). Acetyl c... The reactants are FC1=C(C=CC=C1)F (o-difluorobenzene), FC1=C(C=CC=C1)F (ortho-difluorobenzene), C[Si](C)(C)Cl (trimethylsilylchloride), C(CCC)[Li] (butyl lithium). The product is 4-Alkoxy-2-fluoro-3-phenoxyphenylacetic acid, FC1=C(C=CC(=C1F)[Si](C)(C)C)[Si](C)(C)C (2,3-difluoro-1,4-bis-trimethylsilanyl-benzene). RXN SMILES: [F:1][C:2]1[CH:7]=[CH:6][CH:5]=[CH:4][C:3]=1[F:8].[CH3:9][Si:10](Cl)([CH3:12])[CH3:11].C([Li])CCC>>[F:1][C:2]1[C:3]([F:8])=[C:4]([Si:10]([CH3:12])([CH3:11])[CH3:9])[CH:5]=[CH:6][C:7]=1[Si:10]([CH3:12])([CH3:11])[CH3:9]. Reported procedure: 4-Alkoxy-2-fluoro-3-phenoxyphenylacetic acid compounds were prepared from o-difluorobenzene. A mixture ortho-difluorobenzene (54a) and trimethylsilylchloride was treated with butyl lithium to produce 2,3-difluoro-1,4-bis-trimethylsilanyl-benzene (54b) which was brominated to afford 54c. Selective monometallation of 54c with iso-propylmagnesium chloride-lithium chloride complex and quenching the organomagnesium compound with DMF afforded 54d. Reaction of 54d with a phenol in the presence of K2CO3... Product: Cc1cc(NC2CCC(C(=O)NCCN3CCOCC3)CC2)c2[nH]c(-c3ccccc3)cc2c1. Reaction SMILES: [CH2:36]([Cl:37])[CH2:38][Cl:39].[CH3:1][c:2]1[cH:3][c:4]2[cH:5][c:6](-[c:21]3[cH:22][cH:23][cH:24][cH:25][cH:26]3)[nH:7][c:8]2[c:9]([NH:11][CH:12]2[CH2:13][CH2:14][CH:15]([C:18](=[O:19])[OH:20])[CH2:16][CH2:17]2)[cH:10]1.[CH:52]([N:53]([CH3:54])[CH3:55])=[O:56].[Cl-:51].[Na+:50].[O:27]1[CH2:28][CH2:29][N:30]([CH2:33][CH2:34][NH2:35])[CH2:31][CH2:32]1.[OH:40][n:41]1[c:42]2[c:43]([cH:44][cH:45][cH:46][cH:47]2)[n:48][n:49]1>>[CH3:1][c:2]1[cH:3][c:4]2[cH:5][c:6](-[c:21]3[cH:22][cH:23][cH:24][cH:25][cH:26]3)[nH:7][c:8]2[c:9]([NH:11][CH:12]2[CH2:13][CH2:14][CH:15]([C:18](=[O:20])[NH:35][CH2:34][CH2:33][N:30]3[CH2:29][CH2:28][O:27][CH2:32][CH2:31]3)[CH2:16][CH2:17]2)[cH:10]1. The reactants are ClCCCl, Cc1cc(NC2CCC(C(=O)O)CC2)c2[nH]c(-c3ccccc3)cc2c1, CN(C)C=O, [Cl-], [Na+], NCCN1CCOCC1, On1nnc2ccccc21. The reactants are CC(=O)[O-], CC(=O)[O-], CCCC[Sn](CCCC)(CCCC)c1ccc(OC)c2c1OCCO2, CCOCC, [F-], CCOC(=O)c1ccc(I)cc1, [NH4+], [Na+], [Na+], O=C([O-])[O-], CN(C)C=O, [Pd+2]. Yields the product CCOC(=O)c1ccc(-c2ccc(OC)c3c2OCCO3)cc1. Reaction SMILES: [C:51]([O-:52])(=[O:53])[CH3:54].[C:56]([O-:57])(=[O:58])[CH3:59].[CH3:1][O:2][c:3]1[cH:4][cH:5][c:6]([Sn:13]([CH2:14][CH2:15][CH2:16][CH3:17])([CH2:18][CH2:19][CH2:20][CH3:21])[CH2:22][CH2:23][CH2:24][CH3:25])[c:7]2[c:8]1[O:9][CH2:10][CH2:11][O:12]2.[CH3:60][CH2:61][O:62][CH2:63][CH3:64].[F-:44].[I:26][c:27]1[cH:28][cH:29][c:30]([C:31](=[O:32])[O:33][CH2:34][CH3:35])[cH:36][cH:37]1.[NH4+:45].[Na+:38].[Na+:39].[O-:40][C:41](=[O:42])[O-:43].[O:46]=[CH:47][N:48]([CH3:49])[CH3:50].[Pd+2:55]>>[CH3:1][O:2][c:3]1[cH:4][cH:5][c:6](-[c:27]2[cH:28][cH:29][c:30]([C:31](=[O:32])[O:33][CH2:34][CH3:35])[cH:36][cH:37]2)[c:7]2[c:8]1[O:9][CH2:10][CH2:11][O:12]2. The reactants are N[C@H]1C(N(CCCC1)CC1=CC=C(C=C1)O)=O ((3R)-3-amino-1-(4-hydroxybenzyl)azepan-2-one), O=C1NC2=CC=CC=C2CN1C1CCN(CC1)C(=O)Cl (4-(2-oxo-1,4-dihydroquinazolin-3(2H)-yl)piperidine-1-carbonyl chloride). Product: OC1=CC=C(CN2C([C@@H](CCCC2)NC(=O)N2CCC(CC2)N2C(NC3=CC=CC=C3C2)=O)=O)C=C1 (N-[(3R)-1-(4-Hydroxybenzyl)-2-oxoazepan-3-yl]-4-(2-oxo-1,4-dihydroquinazolin-3(2H)-yl)piperidine-1-carboxamide). Reaction SMILES: [NH2:1][C@@H:2]1[CH2:8][CH2:7][CH2:6][CH2:5][N:4]([CH2:9][C:10]2[CH:15]=[CH:14][C:13]([OH:16])=[CH:12][CH:11]=2)[C:3]1=[O:17].[O:18]=[C:19]1[N:28]([CH:29]2[CH2:34][CH2:33][N:32]([C:35](Cl)=[O:36])[CH2:31][CH2:30]2)[CH2:27][C:26]2[C:21](=[CH:22][CH:23]=[CH:24][CH:25]=2)[NH:20]1>>[OH:16][C:13]1[CH:12]=[CH:11][C:10]([CH2:9][N:4]2[CH2:5][CH2:6][CH2:7][CH2:8][C@@H:2]([NH:1][C:35]([N:32]3[CH2:33][CH2:34][CH:29]([N:28]4[CH2:27][C:26]5[C:21](=[CH:22][CH:23]=[CH:24][CH:25]=5)[NH:20][C:19]4=[O:18])[CH2:30][CH2:31]3)=[O:36])[C:3]2=[O:17])=[CH:15][CH:14]=1. Reported procedure: The title compound was prepared with (3R)-3-amino-1-(4-hydroxybenzyl)azepan-2-one and 4-(2-oxo-1,4-dihydroquinazolin-3(2H)-yl)piperidine-1-carbonyl chloride using a similar procedure to Example 16. MS 492.2591 (M+1). Reactants: O=C([O-])[O-], CC(C)(C)OC(=O)N1CCC(COS(C)(=O)=O)CC1, CCOC(C)=O, [Cs+], [Cs+], CN(C)C=O, O, COc1cccc(CC#N)c1O. The product is COc1cccc(CC#N)c1OCC1CCN(C(=O)OC(C)(C)C)CC1. Reaction SMILES: [C:32](=[O:33])([O-:34])[O-:35].[CH3:13][S:14]([O:15][CH2:18][CH:19]1[CH2:20][CH2:21][N:22]([C:25](=[O:26])[O:27][C:28]([CH3:29])([CH3:30])[CH3:31])[CH2:23][CH2:24]1)(=[O:16])=[O:17].[CH3:44][CH2:45][O:46][C:47](=[O:48])[CH3:49].[Cs+:36].[Cs+:37].[O:39]=[CH:40][N:41]([CH3:42])[CH3:43].[OH2:38].[OH:1][c:2]1[c:3]([CH2:10][C:11]#[N:12])[cH:4][cH:5][cH:6][c:7]1[O:8][CH3:9]>>[O:1]([c:2]1[c:3]([CH2:10][C:11]#[N:12])[cH:4][cH:5][cH:6][c:7]1[O:8][CH3:9])[CH2:18][CH:19]1[CH2:20][CH2:21][N:22]([C:25](=[O:26])[O:27][C:28]([CH3:29])([CH3:30])[CH3:31])[CH2:23][CH2:24]1. Starting materials: CO, C1CCOC1, C=CC1=C2CC(N(C)C)C3=C2C(=CN1S(=O)(=O)c1ccccc1)C=COC3. The product is CCC1=C2CC(N(C)C)C3=C2C(=CN1S(=O)(=O)c1ccccc1)C=COC3. RXN SMILES: [CH3:28][OH:29].[O:30]1[CH2:31][CH2:32][CH2:33][CH2:34]1.[c:1]1([S:7](=[O:8])(=[O:9])[N:10]2[CH:11]=[C:12]3[C:13]4=[C:17]([CH:16]([N:22]([CH3:23])[CH3:24])[CH2:15][C:14]4=[C:25]2[CH:26]=[CH2:27])[CH2:18][O:19][CH:20]=[CH:21]3)[cH:2][cH:3][cH:4][cH:5][cH:6]1>>[c:1]1([S:7](=[O:8])(=[O:9])[N:10]2[CH:11]=[C:12]3[C:13]4=[C:17]([CH:16]([N:22]([CH3:23])[CH3:24])[CH2:15][C:14]4=[C:25]2[CH2:26][CH3:27])[CH2:18][O:19][CH:20]=[CH:21]3)[cH:2][cH:3][cH:4][cH:5][cH:6]1. The reactants are C=C(C)c1cccc(OC)n1, CC(C)(C)OO, ClC(Cl)(Cl)Cl, O=C1CCC(=O)N1Cl. Yields the product C=C(CCl)c1cccc(OC)n1. RXN SMILES: [C:1](=[CH2:2])([CH3:3])[c:4]1[n:5][c:6]([O:10][CH3:11])[cH:7][cH:8][cH:9]1.[C:20]([O:21][OH:22])([CH3:23])([CH3:24])[CH3:25].[C:26]([Cl:27])([Cl:28])([Cl:29])[Cl:30].[Cl:12][N:13]1[C:14](=[O:15])[CH2:16][CH2:17][C:18]1=[O:19]>>[C:1]([CH2:2][Cl:12])(=[CH2:3])[c:4]1[n:5][c:6]([O:10][CH3:11])[cH:7][cH:8][cH:9]1.